This data is from the Open Reaction Database (ORD), a public repository of structured organic reaction records. The task is: describe an organic reaction: reactants, conditions, products, and yield Starting materials: [Br-].C(C1=CC=CC=C1)[N+]1=CC=C(C=C1)C1=CC=C(C=C1)[C@H](C)NC(CC)=O ((S)-1-benzyl-4-[4-(1-propionylamino-ethyl)phenyl]-pyridinium bromide), [BH4-].[Na+] (sodium borohydride). Run in C(C)O (ethanol). Conditions: time 48 hour. The product is C(C1=CC=CC=C1)N1CCC(=CC1)C1=CC=C(C=C1)[C@H](C)NC(CC)=O ((S)—N-{1-[4-(1-Benzyl-1,2,3,6-tetrahydro-pyridin-4-yl)-phenyl]-ethyl}-propionamide). As a reaction SMILES: [Br-].[CH2:2]([N+:9]1[CH:14]=[CH:13][C:12]([C:15]2[CH:20]=[CH:19][C:18]([C@@H:21]([NH:23][C:24](=[O:27])[CH2:25][CH3:26])[CH3:22])=[CH:17][CH:16]=2)=[CH:11][CH:10]=1)[C:3]1[CH:8]=[CH:7][CH:6]=[CH:5][CH:4]=1.[BH4-].[Na+]>C(O)C>[CH2:2]([N:9]1[CH2:10][CH:11]=[C:12]([C:15]2[CH:16]=[CH:17][C:18]([C@@H:21]([NH:23][C:24](=[O:27])[CH2:25][CH3:26])[CH3:22])=[CH:19][CH:20]=2)[CH2:13][CH2:14]1)[C:3]1[CH:4]=[CH:5][CH:6]=[CH:7][CH:8]=1 |f:0.1,2.3|. Procedure details: To 13.60 g (32.0 mmol) (S)-1-benzyl-4-[4-(1-propionylamino-ethyl)phenyl]-pyridinium bromide (XXI.1) in 270 mL ethanol are slowly added 2.42 g (64.1 mmol) sodium borohydride at 0° C. The mixture is stirred for 48 h at rt. After that time, the solvent is removed in vacuo and ethyl acetate is added. The mixture is extracted with 1N HCl. The aq. phase is neutralized with 4N NaOH, the precipitate is filtered off and dried at 45° C. to yield the desired product. Reactants: O=C([O-])[O-], ClCCN1CCOCC1, Cl, [K+], [K+], Nc1ncc(-c2cn[nH]c2)cc1-c1nc2ccccc2o1. Product: Nc1ncc(-c2cnn(CCN3CCOCC3)c2)cc1-c1nc2ccccc2o1. Reaction SMILES: [C:32](=[O:33])([O-:34])[O-:35].[Cl:2][CH2:3][CH2:4][N:5]1[CH2:6][CH2:7][O:8][CH2:9][CH2:10]1.[ClH:1].[K+:36].[K+:37].[o:11]1[c:12](-[c:20]2[c:21]([NH2:31])[n:22][cH:23][c:24](-[c:26]3[cH:27][n:28][nH:29][cH:30]3)[cH:25]2)[n:13][c:14]2[c:15]1[cH:16][cH:17][cH:18][cH:19]2>>[CH2:3]([CH2:4][N:5]1[CH2:6][CH2:7][O:8][CH2:9][CH2:10]1)[n:28]1[cH:27][c:26](-[c:24]2[cH:23][n:22][c:21]([NH2:31])[c:20](-[c:12]3[o:11][c:15]4[c:14]([n:13]3)[cH:19][cH:18][cH:17][cH:16]4)[cH:25]2)[cH:30][n:29]1. Reactants: COCC(C)(C)OC(=O)c1c(NC(=O)CBr)nc(N(C)C)n1-c1ccccc1, [K+], [K+], O=C([O-])[O-], CN(C)C=O, c1ccc2[nH]cnc2c1. Yields the product COCC(C)(C)OC(=O)c1c(NC(=O)Cn2cnc3ccccc32)nc(N(C)C)n1-c1ccccc1. As a reaction SMILES: [Br:1][CH2:2][C:3](=[O:4])[NH:5][c:6]1[n:7][c:8]([N:26]([CH3:27])[CH3:28])[n:9](-[c:20]2[cH:21][cH:22][cH:23][cH:24][cH:25]2)[c:10]1[C:11](=[O:12])[O:13][C:14]([CH2:15][O:16][CH3:17])([CH3:18])[CH3:19].[K+:38].[K+:39].[O-:40][C:41]([O-:42])=[O:43].[O:44]=[CH:45][N:46]([CH3:47])[CH3:48].[n:29]1[cH:30][nH:31][c:32]2[c:33]1[cH:34][cH:35][cH:36][cH:37]2>>[CH2:2]([C:3](=[O:4])[NH:5][c:6]1[n:7][c:8]([N:26]([CH3:27])[CH3:28])[n:9](-[c:20]2[cH:21][cH:22][cH:23][cH:24][cH:25]2)[c:10]1[C:11](=[O:12])[O:13][C:14]([CH2:15][O:16][CH3:17])([CH3:18])[CH3:19])[n:29]1[cH:30][n:31][c:32]2[c:33]1[cH:34][cH:35][cH:36][cH:37]2. Reactants: CC(N)CNc1nccc(-c2[nH]c(C3CC3)nc2Br)n1, COC(=O)Cl, [Na+], O=C([O-])O, O. Yields the product COC(=O)NC(C)CNc1nccc(-c2[nH]c(C3CC3)nc2Br)n1. As a reaction SMILES: [Br:1][c:2]1[n:3][c:4]([CH:18]2[CH2:19][CH2:20]2)[nH:5][c:6]1-[c:7]1[n:8][c:9]([NH:13][CH2:14][CH:15]([CH3:16])[NH2:17])[n:10][cH:11][cH:12]1.[Cl:26][C:27](=[O:28])[O:29][CH3:30].[Na+:25].[O-:21][C:22]([OH:23])=[O:24].[OH2:31]>>[Br:1][c:2]1[n:3][c:4]([CH:18]2[CH2:19][CH2:20]2)[nH:5][c:6]1-[c:7]1[n:8][c:9]([NH:13][CH2:14][CH:15]([CH3:16])[NH:17][C:27](=[O:28])[O:29][CH3:30])[n:10][cH:11][cH:12]1. The product is C(C1=CC=CC=C1)OC1=C(C=CC(=C1)OCC1=CC=CC=C1)C(C)=O (1-(2,4-Bis-benzyloxy-phenyl)-ethanone). Procedure: Potassium carbonate (2.5 eq) was added to a solution of 2′,4′-dihydroxyacetophenone (1 eq) in acetonitrile (400 mL), and the suspension stirred at room temperature. Benzyl bromide (2.5 eq) was added drop wise over 10 minutes and the mixture heated at reflux for 18 hours. The mixture was cooled and evaporated in vacuo to give slurry. The slurry was partitioned between water and ethyl acetate, and the layers were separated. The aqueous layer was further extracted with dichloromethane and the organ... Solvent: C(C)#N (acetonitrile). Reactants: C([O-])([O-])=O.[K+].[K+] (Potassium carbonate), OC1=C(C=CC(=C1)O)C(C)=O (2′,4′-dihydroxyacetophenone), C(C1=CC=CC=C1)Br (Benzyl bromide). RXN SMILES: C(=O)([O-])[O-].[K+].[K+].[OH:7][C:8]1[CH:13]=[C:12]([OH:14])[CH:11]=[CH:10][C:9]=1[C:15](=[O:17])[CH3:16].[CH2:18](Br)[C:19]1[CH:24]=[CH:23][CH:22]=[CH:21][CH:20]=1>C(#N)C>[CH2:18]([O:7][C:8]1[CH:13]=[C:12]([O:14][CH2:15][C:9]2[CH:10]=[CH:11][CH:12]=[CH:13][CH:8]=2)[CH:11]=[CH:10][C:9]=1[C:15](=[O:17])[CH3:16])[C:19]1[CH:24]=[CH:23][CH:22]=[CH:21][CH:20]=1 |f:0.1.2|. The reactants are [N+](=O)(O)[O-] (nitric acid), ClC1=C(C(=CC(=C1)C(F)(F)F)Cl)N1N=CC=C1OC(C)C(=O)OCC (1-(2,6-dichloro-4-trifluoromethyl-phenyl)-5-(1-ethoxycarbonyl-ethoxy)-pyrazole), C(O)([O-])=O.[Na+] (sodium hydrogen carbonate). Run in C(C)(=O)OC(C)=O (acetic anhydride). Reaction conditions: time 15 minute. Product: ClC1=C(C(=CC(=C1)C(F)(F)F)Cl)N1N=CC(=C1OC(C)C(=O)OCC)[N+](=O)[O-] (1-(2,6-dichloro-4-trifluoromethylphenyl)-5-(1-ethoxycarbonyl-ethoxy)-4-nitro-pyrazole). Yield: 49.0%. Reaction SMILES: [Cl:1][C:2]1[CH:7]=[C:6]([C:8]([F:11])([F:10])[F:9])[CH:5]=[C:4]([Cl:12])[C:3]=1[N:13]1[C:17]([O:18][CH:19]([C:21]([O:23][CH2:24][CH3:25])=[O:22])[CH3:20])=[CH:16][CH:15]=[N:14]1.[N+:26]([O-])([OH:28])=[O:27].C(=O)([O-])O.[Na+]>C(OC(=O)C)(=O)C>[Cl:1][C:2]1[CH:7]=[C:6]([C:8]([F:10])([F:9])[F:11])[CH:5]=[C:4]([Cl:12])[C:3]=1[N:13]1[C:17]([O:18][CH:19]([C:21]([O:23][CH2:24][CH3:25])=[O:22])[CH3:20])=[C:16]([N+:26]([O-:28])=[O:27])[CH:15]=[N:14]1 |f:2.3|. Procedure details: 17 g (0.05 mol) of 1-(2,6-dichloro-4-trifluoromethyl-phenyl)-5-(1-ethoxycarbonyl-ethoxy)-pyrazole are dissolved in 50 ml of acetic anhydride, and 10 ml of concentrated nitric acid are added dropwise with stirring at 0°-10° C. within 15 minutes. The reaction batch is stirred for a further 1 hour at room temperature and then poured onto ice water. After neutralization of the mixture using sodium hydrogen carbonate, the organic components are extracted with methylene chloride. The methylene chlorid... The reactants are C1(CC1)CN1N=C(C(=C1C)CC1=CC=C(C=C1)OC(C)C)O[C@H]1[C@H](O)[C@@H](O)[C@H](O)[C@H](O1)CO (1-(cyclopropylmethyl)-3-(β-D-glucopyranosyloxy)-4-[(4-isopropoxyphenyl)methyl]-5-methyl-1H-pyrazole), ClC(=O)OCC (ethyl chloroformate), O.C(CC(O)(C(=O)O)CC(=O)O)(=O)O (Citric acid monohydrate), O (water). Solvent: CC1=NC(=CC(=C1)C)C (2,4,6-trimethylpyridine). Conditions: time 8 hour. Product: C1(CC1)CN1N=C(C(=C1C)CC1=CC=C(C=C1)OC(C)C)O[C@H]1[C@H](O)[C@@H](O)[C@H](O)[C@H](O1)COC(=O)OCC (1-(cyclopropylmethyl)-3-(6-O-ethoxycarbonyl-β-D-glucopyranosyloxy)-4-[(4-isopropoxyphenyl)methyl ]-5-methyl-1H-pyrazole). Yield: 74.4%. As a reaction SMILES: [CH:1]1([CH2:4][N:5]2[C:9]([CH3:10])=[C:8]([CH2:11][C:12]3[CH:17]=[CH:16][C:15]([O:18][CH:19]([CH3:21])[CH3:20])=[CH:14][CH:13]=3)[C:7]([O:22][C@@H:23]3[O:31][C@H:30]([CH2:32][OH:33])[C@@H:28]([OH:29])[C@H:26]([OH:27])[C@H:24]3[OH:25])=[N:6]2)[CH2:3][CH2:2]1.Cl[C:35]([O:37][CH2:38][CH3:39])=[O:36].O.C(O)(=O)CC(CC(O)=O)(C(O)=O)O.O>CC1C=C(C)C=C(C)N=1>[CH:1]1([CH2:4][N:5]2[C:9]([CH3:10])=[C:8]([CH2:11][C:12]3[CH:17]=[CH:16][C:15]([O:18][CH:19]([CH3:21])[CH3:20])=[CH:14][CH:13]=3)[C:7]([O:22][C@@H:23]3[O:31][C@H:30]([CH2:32][O:33][C:35]([O:37][CH2:38][CH3:39])=[O:36])[C@@H:28]([OH:29])[C@H:26]([OH:27])[C@H:24]3[OH:25])=[N:6]2)[CH2:3][CH2:2]1 |f:2.3|. Procedure: To a solution of 1-(cyclopropylmethyl)-3-(β-D-glucopyranosyloxy)-4-[(4-isopropoxyphenyl)methyl]-5-methyl-1H-pyrazole (0.050 g) in 2,4,6-trimethylpyridine (1 mL) was added ethyl chloroformate (0.035 g), and the mixture was stirred at room temperature overnight. Citric acid monohydrate (3.3 g) and water were added to the reaction mixture, and the mixture was purified by solid phase extraction on ODS (washing solvent: distilled water, eluent: methanol), and successively by column chromatography on ... Starting materials: C(C1=CC=CC=C1)N(C\C(=N/O)\C1=CC(=CC(=C1)F)F)C(C(=O)[O-])C1CCOCC1 (Z-{benzyl-[2-(3,5-difluoro-phenyl)-2-hydroxyimino-ethyl]-amino}-(tetrahydro-pyran-4-yl)-acetate). Reagents/catalysts: [Pd] (palladium charcoal). Run in C(C)O (ethanol). The product is FC=1C=C(C=C(C1)F)C1CNC(C(N1)=O)C1CCOCC1 (6-(3,5-difluorophenyl)-3-(tetrahydro-2H-pyran-4-yl)piperazin-2-one). Reaction SMILES: C([N:8]([CH:21]([CH:25]1[CH2:30][CH2:29][O:28][CH2:27][CH2:26]1)[C:22]([O-])=[O:23])[CH2:9]/[C:10](/[C:13]1[CH:18]=[C:17]([F:19])[CH:16]=[C:15]([F:20])[CH:14]=1)=[N:11]\O)C1C=CC=CC=1>C(O)C.[Pd]>[F:20][C:15]1[CH:14]=[C:13]([CH:10]2[NH:11][C:22](=[O:23])[CH:21]([CH:25]3[CH2:30][CH2:29][O:28][CH2:27][CH2:26]3)[NH:8][CH2:9]2)[CH:18]=[C:17]([F:19])[CH:16]=1. Reported procedure: 4.2 g (9.4 mmol) ethyl (rac)-E/Z-{benzyl-[2-(3,5-difluoro-phenyl)-2-hydroxyimino-ethyl]-amino}-(tetrahydro-pyran-4-yl)-acetate in 100 ml of ethanol were hydrogenated under a hydrogen atmosphere together with 0.80 g of 10% palladium charcoal for 20 h at 50° C. More catalyst was added and the mixture was hydrogenated at 70° C. The catalyst was removed by suction filtering and the solvent was evaporated down. The residue was dissolved in ethanol, combined with 2 g sodium hydrogen carbonate and refl... Starting materials: CC(C)(C)OC(=O)N1CCC(Nc2ncc(OS(C)(=O)=O)cn2)CC1, O=C([O-])[O-], CCO, Cl, [K+], [K+], C1COCCO1, O. Yields the product CS(=O)(=O)Oc1cnc(NC2CCNCC2)nc1. RXN SMILES: [C:1]([O:2][C:3](=[O:4])[N:8]1[CH2:9][CH2:10][CH:11]([NH:14][c:15]2[n:16][cH:17][c:18]([O:21][S:22](=[O:23])(=[O:24])[CH3:25])[cH:19][n:20]2)[CH2:12][CH2:13]1)([CH3:5])([CH3:6])[CH3:7].[C:33](=[O:34])([O-:35])[O-:36].[CH3:39][CH2:40][OH:41].[ClH:26].[K+:37].[K+:38].[O:27]1[CH2:28][CH2:29][O:30][CH2:31][CH2:32]1.[OH2:42]>>[NH:8]1[CH2:9][CH2:10][CH:11]([NH:14][c:15]2[n:16][cH:17][c:18]([O:21][S:22](=[O:23])(=[O:24])[CH3:25])[cH:19][n:20]2)[CH2:12][CH2:13]1. Reactants: O (water), BrBr (bromine), S1C2=C(C=C1)C(CCC2)=O (6,7-Dihydro-5H-benzo[b]thiophen-4-one). The reagents and catalysts are C(C)OCC (diethyl ether). The solvent is C(C)OCC (diethyl ether), ClC(Cl)(Cl)Cl (tetrachloromethane), C(C)OCC (diethyl ether). Conditions: temperature -10 celsius, time 18 hour. Product: BrC1C(C2=C(SC=C2)CC1)=O (5-Bromo-6,7-dihydro-5H-benzo[b]thiophen-4-one). Reaction SMILES: [S:1]1[CH:5]=[CH:4][C:3]2[C:6](=[O:10])[CH2:7][CH2:8][CH2:9][C:2]1=2.[Br:11]Br.O>C(OCC)C.ClC(Cl)(Cl)Cl>[Br:11][CH:7]1[CH2:8][CH2:9][C:2]2[S:1][CH:5]=[CH:4][C:3]=2[C:6]1=[O:10]. Procedure: 6,7-Dihydro-5H-benzo[b]thiophen-4-one (198, 5.8 g, 38.3 mmol) is dissolved in 200 ml of dry diethyl ether and cooled down to −10° C. A solution of bromine (6.1 g, 38.3 mmol) in 30 ml of tetrachloromethane and 2-3 drops of diethyl ether is slowly added. The mixture is stirred for 15 min at −10° C., 15 min at 0° C. and 18 h at room temperature. Then water and diethyl ether is added slowly. The organic layers are washed with water, dried over Na2SO4 and evaporated.